This data is from the Open Reaction Database (ORD), a public repository of structured organic reaction records. The task is: describe an organic reaction: reactants, conditions, products, and yield The reactants are CCCCCCCNC(=O)N(CCC)c1cccc(-c2ccc(C=CC(=O)OC)cc2)c1, CCCCCCC, CO, ClCCl, [Na+], C1CCOC1, [OH-]. The product is CCCCCCCNC(=O)N(CCC)c1cccc(-c2ccc(C=CC(=O)O)cc2)c1. As a reaction SMILES: [CH2:3]([CH2:4][CH3:5])[N:6]([C:7](=[O:8])[NH:9][CH2:10][CH2:11][CH2:12][CH2:13][CH2:14][CH2:15][CH3:16])[c:17]1[cH:18][c:19](-[c:23]2[cH:24][cH:25][c:26]([CH:29]=[CH:30][C:31](=[O:32])[O:33][CH3:34])[cH:27][cH:28]2)[cH:20][cH:21][cH:22]1.[CH3:35][CH2:36][CH2:37][CH2:38][CH2:39][CH2:40][CH3:41].[CH3:45][OH:46].[Cl:42][CH2:43][Cl:44].[Na+:2].[O:47]1[CH2:48][CH2:49][CH2:50][CH2:51]1.[OH-:1]>>[CH2:3]([CH2:4][CH3:5])[N:6]([C:7](=[O:8])[NH:9][CH2:10][CH2:11][CH2:12][CH2:13][CH2:14][CH2:15][CH3:16])[c:17]1[cH:18][c:19](-[c:23]2[cH:24][cH:25][c:26]([CH:29]=[CH:30][C:31](=[O:32])[OH:33])[cH:27][cH:28]2)[cH:20][cH:21][cH:22]1.